Dataset: the Open Reaction Database (ORD), a public repository of structured organic reaction records. Task: describe an organic reaction: reactants, conditions, products, and yield The reactants are O[C@@H]1C(=O)O[C@@H]([C@H]1O)C#CCCCCCCCC ((2S,3S,4R)-2,3-dihydroxy-5-tetradecyn-4-olide), CCCCCC (hexane), C(C)(C)OC(C)C (isopropyl ether), resultant solution, [H][H] (hydrogen). Run in C(C)O (ethanol). Product: O[C@@H]1C(=O)O[C@H]([C@H]1O)\C=C/CCCCCCCC ((2S,3S,4S,5Z)-2,3-dihydroxy-5-tetradecen-4-olide). Yield: 74.6%. As a reaction SMILES: [OH:1][C@H:2]1[C@H:7]([OH:8])[C@@H:6]([C:9]#[C:10][CH2:11][CH2:12][CH2:13][CH2:14][CH2:15][CH2:16][CH2:17][CH3:18])[O:5][C:3]1=[O:4].[H][H].CCCCCC.C(OC(C)C)(C)C>C(O)C>[OH:1][C@H:2]1[C@H:7]([OH:8])[C@H:6](/[CH:9]=[CH:10]\[CH2:11][CH2:12][CH2:13][CH2:14][CH2:15][CH2:16][CH2:17][CH3:18])[O:5][C:3]1=[O:4]. Procedure details: 1.924 g (7.58 mmol) of the compound (15) obtained in step e were dissolved in 20 ml of ethanol, 40 mg of 5 wt % Pd--CaCO3 /Pb (Lindlar catalyst) were added thereto, and the resultant solution was strongly stirred in a hydrogen flow. The solid product in the reaction solution was filtered, and the solvent was distilled at a reduced pressure, thereby obtaining a colorless solid product. This solid product was recrystallized using 50 ml of a hexane/isopropyl ether solution mixture obtained by mixin... The reactants are C(C)OC(CC=1C(=NN(C1C)CC=C)C)=O (3,5-dimethyl-1-allyl-pyrazol-4-acetic acid-ethyl ester), CO (methanol), [OH-].[Na+] (sodium hydroxide). Run in O (water). The product is CC1=NN(C(=C1CC(=O)O)C)CC=C (3,5-dimethyl-1-allyl-pyrazol-4-acetic acid). Yield: 48.1%. Reaction SMILES: C([O:3][C:4](=[O:16])[CH2:5][C:6]1[C:7]([CH3:15])=[N:8][N:9]([CH2:12][CH:13]=[CH2:14])[C:10]=1[CH3:11])C.CO.[OH-].[Na+]>O>[CH3:15][C:7]1[C:6]([CH2:5][C:4]([OH:16])=[O:3])=[C:10]([CH3:11])[N:9]([CH2:12][CH:13]=[CH2:14])[N:8]=1 |f:2.3|. Procedure details: 5 grams of 3,5-dimethyl-1-allyl-pyrazol-4-acetic acid-ethyl ester were mixed with 25 milliliters methanol and 10 milliliters water. The mixture was heated to the boiling temperature and held there while 11.3 milliliters 2N aqueous sodium hydroxide were added dropwise at such rate, that the pH of 10 was maintained. The reaction mixture thus obtained was worked up by the procedure described in Example (1b). 2.1 grams 3,5-dimethyl-1-allyl-pyrazol-4-acetic acid melting at 139°-140° C. were obtained ... The reactants are O=O (oxygen), C1(=CC=CC=C1)C(C)O (1-phenyl ethanol). The reagents and catalysts are [Pt] (platinum). Solvent: O (water). Yields the product C(C)(=O)C1=CC=CC=C1 (acetophenone). The yield is 82.0%. Reaction SMILES: O=O.[C:3]1([CH:9]([OH:11])[CH3:10])[CH:8]=[CH:7][CH:6]=[CH:5][CH:4]=1>[Pt].O>[C:9]([C:3]1[CH:8]=[CH:7][CH:6]=[CH:5][CH:4]=1)(=[O:11])[CH3:10]. Reported procedure: In an ambient pressure oxygen atmosphere, 121 μl of 1-phenyl ethanol and 173.7 mg of the platinum catalyst obtained in Example 1 were agitated for twenty-four hours at 60° C. in 10 ml of water. The reaction mixture was subsequently extracted using ethyl acetate, and the organic layer was dried using magnesium sulfate and filtered to obtain 98.9 mg (82% yield) of acetophenone. The reaction equation and the analytical results of the product are shown below. Reactants: C(C1=CC=CC=C1)N (benzylamine), BrC1=CSC2=C1N=C(N=C2Cl)Cl (7-Bromo-2,4-dichlorothieno[3,2-d]pyrimidine), O (water). Solvent: O1CCCC1 (tetrahydrofuran). Reaction conditions: temperature 60 celsius, time 2 hour. Product: C(C1=CC=CC=C1)NC=1C2=C(N=C(N1)Cl)C(=CS2)Br (N-benzyl-7-bromo-2-chlorothieno[3,2-d]pyrimidin-4-amine). Isolated yield 92.4%. RXN SMILES: [Br:1][C:2]1[C:6]2[N:7]=[C:8]([Cl:12])[N:9]=[C:10](Cl)[C:5]=2[S:4][CH:3]=1.[CH2:13]([NH2:20])[C:14]1[CH:19]=[CH:18][CH:17]=[CH:16][CH:15]=1.O>O1CCCC1>[CH2:13]([NH:20][C:10]1[C:5]2[S:4][CH:3]=[C:2]([Br:1])[C:6]=2[N:7]=[C:8]([Cl:12])[N:9]=1)[C:14]1[CH:19]=[CH:18][CH:17]=[CH:16][CH:15]=1. Procedure details: 7-Bromo-2,4-dichlorothieno[3,2-d]pyrimidine (500 mg, 1.77 mmol) was dissolved in anhydrous tetrahydrofuran (8 mL) and stirred at 60° C. for 2 hours after adding benzylamine (0.58 mL, 5.32 mmol). The reaction mixture was cooled to room temperature and added to water (30 mL). Thus prepared solid was filtered and dried with nitrogen gas. The resultant target compound (580 mg, 92% yield) was used in the following reaction without purification. Starting materials: C(C)OC(=O)[C@H]1[C@@H](CC(C1)=O)C(=O)N1CCOCC1 ((1R,2R)-2-(morpholine-4-carbonyl)-4-oxo-cyclopentanecarboxylic acid ethyl ester), C1COCCN1CCS(=O)(=O)O (2-(N-morpholino)ethanesulfonic acid), O=C[C@H](O)[C@@H](O)[C@H](O)[C@H](O)CO (D-glucose), [Cl-].[Mg+2].[Cl-] (magnesium chloride), [OH-].[Na+] (NaOH), [Cl-].[Na+] (sodium chloride), KRED-NADP-131, C1=CC(=C[N+](=C1)[C@H]2[C@@H]([C@@H]([C@H](O2)COP(=O)(O)OP(=O)(O)OC[C@@H]3[C@H]([C@H]([C@@H](O3)N4C=NC5=C4N=CN=C5N)OP(=O)(O)O)O)O)O)C(=O)N (NADP), C(C)OC(=O)[C@H]1[C@@H](CC(C1)=O)C(=O)N1CCOCC1 ((1R,2R)-2-(morpholine-4-carbonyl)-4-oxo-cyclopentanecarboxylic acid ethyl ester), O=C[C@H](O)[C@@H](O)[C@H](O)[C@H](O)CO (glucose). The product is C(C)OC(=O)[C@H]1[C@@H](C[C@H](C1)O)C(=O)N1CCOCC1 ((1R,2R,4R)-4-hydroxy-2-(morpholine-4-carbonyl)-cyclopentanecarboxylic acid ethyl ester). As a reaction SMILES: [CH2:1]([O:3][C:4]([C@@H:6]1[CH2:10][C:9](=[O:11])[CH2:8][C@H:7]1[C:12]([N:14]1[CH2:19][CH2:18][O:17][CH2:16][CH2:15]1)=[O:13])=[O:5])[CH3:2].C1N(CCS(O)(=O)=O)CCOC1.O=C[C@@H]([C@H]([C@@H]([C@@H](CO)O)O)O)O.[Cl-].[Mg+2].[Cl-].C1C=[N+]([C@@H]2O[C@H](COP(OP(OC[C@H]3O[C@@H](N4C5N=CN=C(N)C=5N=C4)[C@H](OP(O)(O)=O)[C@@H]3O)(O)=O)(O)=O)[C@@H](O)[C@H]2O)C=C(C(N)=O)C=1.[OH-].[Na+].[Cl-].[Na+]>>[CH2:1]([O:3][C:4]([C@@H:6]1[CH2:10][C@H:9]([OH:11])[CH2:8][C@H:7]1[C:12]([N:14]1[CH2:15][CH2:16][O:17][CH2:18][CH2:19]1)=[O:13])=[O:5])[CH3:2] |f:3.4.5,7.8,9.10|. Procedure details: A mixture of 7.77 g of (1R,2R)-2-(morpholine-4-carbonyl)-4-oxo-cyclopentanecarboxylic acid ethyl ester in 148 ml of aqueous buffer (10 mM 2-(N-morpholino)ethanesulfonic acid; 0.5 M D-glucose [2.7 equ.]; 2 mM magnesium chloride) was adjusted to pH 6.5. Under stirring the reduction was started by the addition of the cofactor NADP (779 mg [0.03 equ.]), the cofactor regeneration enzyme-glucose dehydrogenase (77 mg GDH 102 [Codexis]) and the reductase (387 mg KRED-NADP-131 [Codexis]). During the 21 h...